Dataset: the Open Reaction Database (ORD), a public repository of structured organic reaction records. Task: describe an organic reaction: reactants, conditions, products, and yield Reactants: O=C([O-])[O-], CCOCCOc1ccc(COc2ccc3c(c2)C=C(C(=O)OC)CCS3(=O)=O)cc1, [K+], [K+]. Product: CCOCCOc1ccc(COc2ccc3c(c2)C=C(C(=O)O)CCS3(=O)=O)cc1. RXN SMILES: [C:32](=[O:33])([O-:34])[O-:35].[CH2:1]([CH3:2])[O:3][CH2:4][CH2:5][O:6][c:7]1[cH:8][cH:9][c:10]([CH2:11][O:12][c:13]2[cH:14][cH:15][c:16]3[c:17]([cH:29]2)[CH:18]=[C:19]([C:25](=[O:26])[O:27][CH3:28])[CH2:20][CH2:21][S:22]3(=[O:23])=[O:24])[cH:30][cH:31]1.[K+:36].[K+:37]>>[CH2:1]([CH3:2])[O:3][CH2:4][CH2:5][O:6][c:7]1[cH:8][cH:9][c:10]([CH2:11][O:12][c:13]2[cH:14][cH:15][c:16]3[c:17]([cH:29]2)[CH:18]=[C:19]([C:25](=[O:26])[OH:27])[CH2:20][CH2:21][S:22]3(=[O:23])=[O:24])[cH:30][cH:31]1. Reactants: nitro-enone, O=C1C=C(CC(C)(C)C1)C (isophorone), [N+](=O)([O-])C1=CC=C(CBr)C=C1 (p-nitrobenzyl bromide), C(C)(C)(C)C1=C(C=C(C(=C1O[SiH](C)C)Br)OC)CC1C(CC=CC1=O)(C)C (6-[2'-(tert-Butyl)dimethylsilyloxy-4'-bromo-5'methoxyphenyl]methyl-5,5-dimethylcyclohex-2 -en-1-one). The product is [N+](=O)([O-])C1=CC=C(C=C1)CC1C(CC(=CC1=O)C)(C)C (6-(4'-Nitrophenyl)methyl-3,5,5-trimethylcyclohex-2-en-1-one). As a reaction SMILES: [O:1]=[C:2]1[CH2:9][C:6]([CH3:8])([CH3:7])[CH2:5][C:4]([CH3:10])=[CH:3]1.[N+:11]([C:14]1[CH:21]=[CH:20][C:17]([CH2:18]Br)=[CH:16][CH:15]=1)([O-:13])=[O:12].C(C1C(O[SiH](C)C)=C(Br)C(OC)=CC=1CC1C(=O)C=CCC1(C)C)(C)(C)C>>[N+:11]([C:14]1[CH:21]=[CH:20][C:17]([CH2:18][CH:9]2[C:2](=[O:1])[CH:3]=[C:4]([CH3:10])[CH2:5][C:6]2([CH3:8])[CH3:7])=[CH:16][CH:15]=1)([O-:13])=[O:12]. Procedure: This compound was prepared from isophorone (2.065 g, 14.94 mmol) and p-nitrobenzyl bromide (4.06 g, 18.80 mmol, 1.25 equiv) in the manner previously described for the synthesis of enone 13, affording 1.891 g (46%), of the nitro-enone as a pale yellow oil. 1H NMR (400MHz, CDCl3) δ0.98 and 1.13 (2s, 2×3H, geminal-CH3 's), 1.92 (s, 3H, 3-CH3), 2.17 and 2.31 (ABq, 2H, JAB =18.5 Hz, 4-H), 2.38 (dd, 1H, J=9.0, 3.3 Hz, 6-H), 2.75 and 3.05 (d of ABq, 2H, JAB =14.0 Hz, JA =3.2 Hz, JB =8.9 Hz, benzylic-CH... The reactants are C1(=CC=CC=C1)[C@@H](C)OC(NC=1N(N=NC1C1=CC=C(C=C1)Br)C)=O ([5-(4-bromo-phenyl)-3-methyl-3H-[1,2,3]triazol-4-yl]-carbamic acid (R)-1-phenyl-ethyl ester), P(=O)([O-])([O-])[O-].[K+].[K+].[K+] (potassium phosphate), CC1(OB(OC1(C)C)C1=CC=C(C=C1)CC(=O)OCC)C (ethyl 2-(4-(4,4,5,5-tetramethyl-1,3,2-dioxaborolan-2-yl)-phenyl)acetate), CC(C)C1=CC(=C(C(=C1)C(C)C)C2=C(C=CC=C2)P(C3CCCCC3)C4CCCCC4)C(C)C (X-PHOS). The reagents and catalysts are C(C)(=O)[O-].[Pd+2].C(C)(=O)[O-] (palladium acetate). The solvent is C1(=CC=CC=C1)C (toluene), O (water). Conditions: temperature 100 celsius, time 2 hour. Yields the product C(C)OC(CC1=CC=C(C=C1)C1=CC=C(C=C1)C=1N=NN(C1NC(=O)O[C@H](C)C1=CC=CC=C1)C)=O ({4′-[1-methyl-5-((R)-1-phenyl-ethoxycarbonylamino)-1H-[1,2,3]triazol-4-yl]-biphenyl-4-yl}-acetic acid ethyl ester). The yield is 48.2%. RXN SMILES: [C:1]1([C@H:7]([O:9][C:10](=[O:25])[NH:11][C:12]2[N:13]([CH3:24])[N:14]=[N:15][C:16]=2[C:17]2[CH:22]=[CH:21][C:20](Br)=[CH:19][CH:18]=2)[CH3:8])[CH:6]=[CH:5][CH:4]=[CH:3][CH:2]=1.CC1(C)C(C)(C)OB([C:34]2[CH:39]=[CH:38][C:37]([CH2:40][C:41]([O:43][CH2:44][CH3:45])=[O:42])=[CH:36][CH:35]=2)O1.CC(C1C=C(C(C)C)C(C2C=CC=CC=2P(C2CCCCC2)C2CCCCC2)=C(C(C)C)C=1)C.P([O-])([O-])([O-])=O.[K+].[K+].[K+]>C1(C)C=CC=CC=1.C([O-])(=O)C.[Pd+2].C([O-])(=O)C.O>[CH2:44]([O:43][C:41](=[O:42])[CH2:40][C:37]1[CH:38]=[CH:39][C:34]([C:20]2[CH:21]=[CH:22][C:17]([C:16]3[N:15]=[N:14][N:13]([CH3:24])[C:12]=3[NH:11][C:10]([O:9][C@@H:7]([C:1]3[CH:6]=[CH:5][CH:4]=[CH:3][CH:2]=3)[CH3:8])=[O:25])=[CH:18][CH:19]=2)=[CH:35][CH:36]=1)[CH3:45] |f:3.4.5.6,8.9.10|. Reported procedure: [5-(4-Bromo-phenyl)-3-methyl-3H-[1,2,3]triazol-4-yl]-carbamic acid (R)-1-phenyl-ethyl ester (from Example 1, 120 mg, 0.30 mmol), ethyl 2-(4-(4,4,5,5-tetramethyl-1,3,2-dioxaborolan-2-yl)-phenyl)acetate (130 mg, 0.45 mmol), X-PHOS (43 mg, 0.09 mmol), palladium acetate (10 mg, 0.045 mmol) and potassium phosphate (190 mg, 0.90 mmol) were combined in 5 mL of toluene. Deionized water (1 mL) was added and the mixture was degassed with argon for 2 minutes. The mixture was sealed and stirred at 100° C. f... Starting materials: [Al+3], C[Al](C)C, [Cl-], [H-], [H-], [H-], [H-], [Li+], CCOC(=O)C12CCN(CC1)C2, [NH4+]. The product is NCC12CCN(CC1)C2. As a reaction SMILES: [Al+3:20].[CH3:15][Al:16]([CH3:17])[CH3:18].[Cl-:13].[H-:19].[H-:22].[H-:23].[H-:24].[Li+:21].[N:1]12[CH2:2][CH2:3][C:4]([C:8]([O:9][CH2:10][CH3:11])=[O:12])([CH2:5][CH2:6]1)[CH2:7]2.[NH4+:14]>>[N:1]12[CH2:2][CH2:3][C:4]([CH2:8][NH2:14])([CH2:5][CH2:6]1)[CH2:7]2. The reactants are C(C)C1=CC=C(C=C1)C1CC(CN(C1)C(=O)N1CCC(CC1)C#N)C(=O)OCC (ethyl 5-(4-ethylphenyl)-1-[(4-cyanopiperidin-1-yl)carbonyl]piperidine-3-carboxylate), [OH-].[Li+] (lithium hydroxide). Run in O1CCOCC1 (dioxane), O (water). Run at time 15 minute. The product is C(C)C1=CC=C(C=C1)C1CC(CN(C1)C(=O)N1CCC(CC1)C#N)C(=O)O (5-(4-Ethylphenyl)-1-[(4-cyanopiperidin-1-yl)carbonyl]piperidine-3-carboxylic acid). RXN SMILES: [CH2:1]([C:3]1[CH:8]=[CH:7][C:6]([CH:9]2[CH2:14][N:13]([C:15]([N:17]3[CH2:22][CH2:21][CH:20]([C:23]#[N:24])[CH2:19][CH2:18]3)=[O:16])[CH2:12][CH:11]([C:25]([O:27]CC)=[O:26])[CH2:10]2)=[CH:5][CH:4]=1)[CH3:2].[OH-].[Li+]>O1CCOCC1.O>[CH2:1]([C:3]1[CH:8]=[CH:7][C:6]([CH:9]2[CH2:14][N:13]([C:15]([N:17]3[CH2:22][CH2:21][CH:20]([C:23]#[N:24])[CH2:19][CH2:18]3)=[O:16])[CH2:12][CH:11]([C:25]([OH:27])=[O:26])[CH2:10]2)=[CH:5][CH:4]=1)[CH3:2] |f:1.2|. Procedure details: 650 mg (1.60 mmol) of ethyl 5-(4-ethylphenyl)-1-[(4-cyanopiperidin-1-yl)carbonyl]piperidine-3-carboxylate were dissolved in a mixture of 20 ml of dioxane and 10 ml of water, 153 mg (6.40 mmol) of lithium hydroxide were added and the mixture was stirred at RT for 15 min. For work-up, the reaction solution was concentrated under reduced pressure, water was then added and the mixture was acidified with 1N hydrochloric acid. The precipitate formed was filtered off and dried under reduced pressure. T... Reactants: F[B-](F)(F)F, CCN(C(C)C)C(C)C, CC(C)c1[nH]n(-c2c(Cl)cc(Cl)cc2Cl)c2nc(Cc3ccc(C(=O)O)cc3)nc(=O)c1-2, CN1CCN(N)CC1, CN(C)C=O, O, CN(C)C(On1nnc2ccccc21)=[N+](C)C. The product is CC(C)c1[nH]n(-c2c(Cl)cc(Cl)cc2Cl)c2nc(Cc3ccc(C(=O)NN4CCN(C)CC4)cc3)nc(=O)c1-2. Reaction SMILES: [B-:50]([F:51])([F:52])([F:53])[F:54].[CH:41]([N:42]([CH2:43][CH3:44])[CH:45]([CH3:46])[CH3:47])([CH3:48])[CH3:49].[Cl:1][c:2]1[c:3](-[n:10]2[nH:11][c:12]([CH:30]([CH3:31])[CH3:32])[c:13]3[c:18](=[O:19])[n:17][c:16]([CH2:20][c:21]4[cH:22][cH:23][c:24]([C:27](=[O:28])[OH:29])[cH:25][cH:26]4)[n:15][c:14]2-3)[c:4]([Cl:9])[cH:5][c:6]([Cl:8])[cH:7]1.[NH2:33][N:34]1[CH2:35][CH2:36][N:37]([CH3:40])[CH2:38][CH2:39]1.[O:72]=[CH:73][N:74]([CH3:75])[CH3:76].[OH2:77].[n:55]1([O:56][C:57]([N:58]([CH3:59])[CH3:60])=[N+:61]([CH3:62])[CH3:63])[c:64]2[cH:65][cH:66][cH:67][cH:68][c:69]2[n:70][n:71]1>>[Cl:1][c:2]1[c:3](-[n:10]2[nH:11][c:12]([CH:30]([CH3:31])[CH3:32])[c:13]3[c:18](=[O:19])[n:17][c:16]([CH2:20][c:21]4[cH:22][cH:23][c:24]([C:27](=[O:28])[NH:33][N:34]5[CH2:35][CH2:36][N:37]([CH3:40])[CH2:38][CH2:39]5)[cH:25][cH:26]4)[n:15][c:14]2-3)[c:4]([Cl:9])[cH:5][c:6]([Cl:8])[cH:7]1. Reactants: CC(C)([O-])C.[K+] (potassium tert.-butoxide), C(C)(C)I (isopropyl iodide), CC(C)([O-])C.[K+] (potassium tert.-butoxide), COC1=CC=C(C=C1)C=1NC=C(N1)C(F)(F)F (2-(4-methoxyphenyl)-4-(trifluoromethyl)-1H-imidazole), C(C)(C)I (isopropyl iodide). Solvent: CN(C=O)C (dimethylformamide). Conditions: time 24 hour. Product: COC1=CC=C(C=C1)C=1N(C=C(N1)C(F)(F)F)C(C)C (2-(4-methoxyphenyl)-1-isopropyl-4-(trifluoromethyl)-1H-imidazole). As a reaction SMILES: [CH3:1][C:2](C)([O-])[CH3:3].[K+].[CH3:7][O:8][C:9]1[CH:14]=[CH:13][C:12]([C:15]2[NH:16][CH:17]=[C:18]([C:20]([F:23])([F:22])[F:21])[N:19]=2)=[CH:11][CH:10]=1.C(I)(C)C>CN(C)C=O>[CH3:7][O:8][C:9]1[CH:10]=[CH:11][C:12]([C:15]2[N:16]([CH:2]([CH3:3])[CH3:1])[CH:17]=[C:18]([C:20]([F:23])([F:21])[F:22])[N:19]=2)=[CH:13][CH:14]=1 |f:0.1|. Reported procedure: At an internal temperature of 0°-50°, 10 g of potassium tert.-butoxide are added to a solution of 20 g of 2-(4-methoxyphenyl)-4-(trifluoromethyl)-1H-imidazole in 200 ml of dimethylformamide. After 20 minutes 10.7 ml of isopropyl iodide are added and the reaction mixture is subsequently stirred at room temperature. After 24 hours in each case, a further 10 g of potassium tert.-butoxide are added and then 10.7 ml of isopropyl iodide. In total, these measures are repeated three times. The total rea... Starting materials: ClC1=NC(=C2NC=NC2=N1)Cl (2,6-dichloropurine), [H-].[Na+] (Sodium hydride), ice, CI (Methyl iodide), O (Water). The solvent is O1CCCC1 (tetrahydrofuran). Reaction conditions: time 30 minute. Yields the product ClC1=NC(=C2N=CN(C2=N1)C)Cl (2,6-dichloro-9-methyl-9H-purine). The yield is 27.9%. RXN SMILES: [H-].[Na+].[Cl:3][C:4]1[N:12]=[C:11]2[C:7]([NH:8][CH:9]=[N:10]2)=[C:6]([Cl:13])[N:5]=1.[CH3:14]I.O>O1CCCC1>[Cl:3][C:4]1[N:12]=[C:11]2[C:7]([N:8]=[CH:9][N:10]2[CH3:14])=[C:6]([Cl:13])[N:5]=1 |f:0.1|. Reported procedure: Sodium hydride (60% in mineral oil, 2.53 g, 63.5 mmol) was added to an ice-cooled solution of 2,6-dichloropurine (10.0 g, 52.9 mmol) in tetrahydrofuran (75 mL) and the mixture was stirred for 30 min. Methyl iodide (3.29 mL, 52.9 mmol) was added drop-wise and the reaction mixture was stirred over night. Water was added and the aqueous phase was extracted twice with ethyl acetate. The combined organic phases were dried over magnesium sulphate, filtered and concentrated in vacuo. Dichloromethane wa...